Dataset: the Open Reaction Database (ORD), a public repository of structured organic reaction records. Task: describe an organic reaction: reactants, conditions, products, and yield Starting materials: OC=1C=C2C=CC(NC2=C(C1)C)=O (6-hydroxy-8-methylcarbostyril), C([O-])([O-])=O.[K+].[K+] (potassium carbonate), C(C=C)I (allyl iodide), CN(C=O)C (N,N-dimethylformamide). Run in C(Cl)(Cl)Cl (chloroform). Run at temperature 70 celsius, time 1.5 hour. The product is C(C=C)OC=1C=C2C=CC(NC2=C(C1)C)=O (6-allyloxy-8-methylcarbostyril). Yield: 54.8%. RXN SMILES: [OH:1][C:2]1[CH:3]=[C:4]2[C:9](=[C:10]([CH3:12])[CH:11]=1)[NH:8][C:7](=[O:13])[CH:6]=[CH:5]2.C(=O)([O-])[O-].[K+].[K+].[CH2:20](I)[CH:21]=[CH2:22].CN(C)C=O>C(Cl)(Cl)Cl>[CH2:22]([O:1][C:2]1[CH:3]=[C:4]2[C:9](=[C:10]([CH3:12])[CH:11]=1)[NH:8][C:7](=[O:13])[CH:6]=[CH:5]2)[CH:21]=[CH2:20] |f:1.2.3|. Procedure details: A mixture of 6-hydroxy-8-methylcarbostyril (15.0 g, 85.7 mmol), potassium carbonate (23.4 g, 169.5 mmol), allyl iodide (15.6 g, 90.0 mmol), and N,N-dimethylformamide (120 ml) was stirred in a bath of 70° C. for 1.5 hours. The mixture was condensed, and the residue was dissolved in chloroform, followed by washing with water and 2N-NaOH. The washed material was dried and condensed. The resultant residue was recrystallized (chloroform--n-hexane) to obtain 10.11 g of 6-allyloxy-8-methylcarbostyril a... The reactants are C(C1=CC=CC=C1)OC1=CC=C(NC=2C3=C(N=CN2)C=NC(=C3)Cl)C=C1 (4-(4-benzyloxyanilino)-6-chloropyrido[3,4-d]pyrimidine), N1CCSCC1 (thiomorpholine). Product: C(C1=CC=CC=C1)OC1=CC=C(NC=2C3=C(N=CN2)C=NC(=C3)N3CCSCC3)C=C1 (4-(4-Benzyloxyanilino)-6-(thiomorpholin-4-yl)-pyrido[3,4-d]pyrimidine). As a reaction SMILES: [CH2:1]([O:8][C:9]1[CH:26]=[CH:25][C:12]([NH:13][C:14]2[C:15]3[CH:23]=[C:22](Cl)[N:21]=[CH:20][C:16]=3[N:17]=[CH:18][N:19]=2)=[CH:11][CH:10]=1)[C:2]1[CH:7]=[CH:6][CH:5]=[CH:4][CH:3]=1.[NH:27]1[CH2:32][CH2:31][S:30][CH2:29][CH2:28]1>>[CH2:1]([O:8][C:9]1[CH:26]=[CH:25][C:12]([NH:13][C:14]2[C:15]3[CH:23]=[C:22]([N:27]4[CH2:32][CH2:31][S:30][CH2:29][CH2:28]4)[N:21]=[CH:20][C:16]=3[N:17]=[CH:18][N:19]=2)=[CH:11][CH:10]=1)[C:2]1[CH:7]=[CH:6][CH:5]=[CH:4][CH:3]=1. Reported procedure: Prepared according to Procedure C from 4-(4-benzyloxyanilino)-6-chloropyrido[3,4-d]pyrimidine and thiomorpholine; δH (CDCl3) 9.00 (1H,s), 8.59 (1H,s), 7.59 (2H, d), 7.28-7.50 (5H,m), 7.03 (2H,d), 6.56 (1H,s), 5.09 (2H,s), 3.92-4.18 (4H,m), 2.62-2.92 (4H,m); m/z (M+1)+430. Reactants: COc1ccc(C(C)Nc2ncnc3scc(Br)c23)cc1, [C-]#N, CN1CCCC1=O. The product is COc1ccc(C(C)Nc2ncnc3scc(C#N)c23)cc1. As a reaction SMILES: [Br:1][c:2]1[cH:3][s:4][c:5]2[n:6][cH:7][n:8][c:9]([NH:11][CH:12]([CH3:13])[c:14]3[cH:15][cH:16][c:17]([O:20][CH3:21])[cH:18][cH:19]3)[c:10]12.[C-:22]#[N:23].[CH3:24][N:25]1[CH2:26][CH2:27][CH2:28][C:29]1=[O:30]>>[c:2]1([C:22]#[N:23])[cH:3][s:4][c:5]2[n:6][cH:7][n:8][c:9]([NH:11][CH:12]([CH3:13])[c:14]3[cH:15][cH:16][c:17]([O:20][CH3:21])[cH:18][cH:19]3)[c:10]12. The reactants are NCCC1=CC=C(C=C1)S(=O)(=O)N (4-(2-aminoethyl)benzenesulfonamide), BrCC#C (3-bromoprop-1-yne), CCN(C(C)C)C(C)C (DIPEA). Run in C(C)#N (acetonitrile). Run at time 8 hour. The product is C(C#C)N(CCC1=CC=C(C=C1)S(=O)(=O)N)CC#C (4-(2-(di(prop-2-yn-1-yl)amino)ethyl)benzenesulfonamide). The yield is 87.0%. Reaction SMILES: [NH2:1][CH2:2][CH2:3][C:4]1[CH:9]=[CH:8][C:7]([S:10]([NH2:13])(=[O:12])=[O:11])=[CH:6][CH:5]=1.Br[CH2:15][C:16]#[CH:17].CCN(C(C)C)[CH:21]([CH3:23])[CH3:22]>C(#N)C>[CH2:15]([N:1]([CH2:23][C:21]#[CH:22])[CH2:2][CH2:3][C:4]1[CH:5]=[CH:6][C:7]([S:10]([NH2:13])(=[O:11])=[O:12])=[CH:8][CH:9]=1)[C:16]#[CH:17]. Reported procedure: To a solution of 4-(2-aminoethyl)benzenesulfonamide (2.00 g, 10 mmol), 3-bromoprop-1-yne (2.16 mL, 20 mmol, 80% in toluene) in acetonitrile (50 mL) was added DIPEA (3.0 mL). The reaction mixtures were stirred at room temperature for overnight and concentrated under reduced pressure to give a residue. The residue was purified by biotage over silica gel eluting with DCM to 10% MeOH in DCM to afford 4-(2-(di(prop-2-yn-1-yl)amino)ethyl)benzenesulfonamide as a yellow oil (2.40 g, 87%), MS (ESI), 277.... Reactants: desired monomer, C(CCC(=O)C)(=O)O (Levulinic acid), C(CCO)O (1,3-propanediol), C(CCC(=O)C)(=O)O (levulinic acid). The reagents and catalysts are [Pd] (Pd/C). Run at temperature 200 celsius. The product is OCCCOC(CCC(=O)OCCCO)C (3-hydroxypropyl 4-(3-hydroxypropoxy)pentanoate). Yield: 5.3%. Reaction SMILES: [C:1]([OH:8])(=[O:7])[CH2:2][CH2:3][C:4]([CH3:6])=[O:5].[CH2:9]([OH:13])[CH2:10][CH2:11]O>[Pd]>[OH:5][CH2:4][CH2:3][CH2:2][O:5][CH:4]([CH3:6])[CH2:3][CH2:2][C:1]([O:8][CH2:11][CH2:10][CH2:9][OH:13])=[O:7]. Procedure: Levulinic acid (11.6 g; 0.1 mol), 1,3-propanediol (67.6 g; 0.89 mol), and 2.32 g of 10% Pd/C from Aldrich (20 wt % relative to levulinic acid) are charged to a Parr reactor, purged with nitrogen three times, heated to 200° C. with stirring, and reacted with 1000 psi of hydrogen for 20 hrs. GC analysis reveals that the reaction is complete. 1,3-Propylene glycol is distilled off at 58-59° C./0.1 mm to give 14.7 g of the crude product containing 79% of the desired monomer. The crude product (1.0 g)... Starting materials: NN (hydrazine), NC1CC(NC(C1)(C)C)(C)C (4-amino-2,2,6,6-tetramethylpiperidine), C(C)C(C(=O)Cl)CC(=O)Cl (ethyl succinyl chloride), ester. Reported procedure: N-(2,2,6,6-tetramethyl-4-piperidinyl)-N'-aminosuccinamide was prepared by the reaction of 4-amino-2,2,6,6-tetramethylpiperidine with ethyl succinyl chloride followed by hydrazinolysis of the resulting ester with 64% aqueous hydrazine in methanol. Reaction SMILES: [NH2:1][CH:2]1[CH2:7][C:6]([CH3:9])([CH3:8])[NH:5][C:4]([CH3:11])([CH3:10])[CH2:3]1.C([CH:14]([CH2:18][C:19](Cl)=[O:20])[C:15](Cl)=[O:16])C.[NH2:22][NH2:23]>CO>[CH3:8][C:6]1([CH3:9])[CH2:7][CH:2]([NH:1][C:15](=[O:16])[CH2:14][CH2:18][C:19]([NH:22][NH2:23])=[O:20])[CH2:3][C:4]([CH3:11])([CH3:10])[NH:5]1. Run in CO (methanol). Yields the product CC1(NC(CC(C1)NC(CCC(=O)NN)=O)(C)C)C (N-(2,2,6,6-tetramethyl-4-piperidinyl)-N'-aminosuccinamide). The reactants are C1CCOC1, Cc1ccc(N)cc1-c1ccc(C(=O)NCC2CC2)cc1, O=C(O)c1cc(-c2ccco2)nc2ccccc12. Yields the product Cc1ccc(NC(=O)c2cc(-c3ccco3)nc3ccccc23)cc1-c1ccc(C(=O)NCC2CC2)cc1. As a reaction SMILES: [CH2:40]1[O:41][CH2:42][CH2:43][CH2:44]1.[NH2:1][c:2]1[cH:3][cH:4][c:5]([CH3:21])[c:6](-[c:8]2[cH:9][cH:10][c:11]([C:14](=[O:15])[NH:16][CH2:17][CH:18]3[CH2:19][CH2:20]3)[cH:12][cH:13]2)[cH:7]1.[o:22]1[c:23](-[c:27]2[n:28][c:29]3[cH:30][cH:31][cH:32][cH:33][c:34]3[c:35]([C:37](=[O:38])[OH:39])[cH:36]2)[cH:24][cH:25][cH:26]1>>[NH:1]([c:2]1[cH:3][cH:4][c:5]([CH3:21])[c:6](-[c:8]2[cH:9][cH:10][c:11]([C:14](=[O:15])[NH:16][CH2:17][CH:18]3[CH2:19][CH2:20]3)[cH:12][cH:13]2)[cH:7]1)[C:37]([c:35]1[c:34]2[c:29]([n:28][c:27](-[c:23]3[o:22][cH:26][cH:25][cH:24]3)[cH:36]1)[cH:30][cH:31][cH:32][cH:33]2)=[O:38].